From a dataset of the Open Reaction Database (ORD), a public repository of structured organic reaction records. describe an organic reaction: reactants, conditions, products, and yield Reactants: Brc1ccsc1, COc1ccc(C(=O)Cl)cc1, [Li]c1ccccc1, C1CCOC1. RXN SMILES: [Br:8][c:9]1[cH:10][s:11][cH:12][cH:13]1.[CH3:14][O:15][c:16]1[cH:17][cH:18][c:19]([C:20](=[O:21])[Cl:22])[cH:23][cH:24]1.[Li:1][c:2]1[cH:3][cH:4][cH:5][cH:6][cH:7]1.[O:25]1[CH2:26][CH2:27][CH2:28][CH2:29]1>>[Br:8][c:9]1[c:10]([C:20]([c:19]2[cH:18][cH:17][c:16]([O:15][CH3:14])[cH:24][cH:23]2)=[O:21])[s:11][cH:12][cH:13]1. Yields the product COc1ccc(C(=O)c2sccc2Br)cc1.